From a dataset of the Open Reaction Database (ORD), a public repository of structured organic reaction records. describe an organic reaction: reactants, conditions, products, and yield Starting materials: C1COCCO1, Cc1cc(B2OC(C)(C)C(C)(C)O2)ccn1, Clc1nccnc1OC1CCCN(c2ccc3ccccc3n2)C1, [K+], [K+], [K+], O, O=P([O-])([O-])[O-]. Product: Cc1cc(-c2nccnc2OC2CCCN(c3ccc4ccccc4n3)C2)ccn1. Reaction SMILES: [CH2:49]1[O:50][CH2:51][CH2:52][O:53][CH2:54]1.[CH3:25][c:26]1[n:27][cH:28][cH:29][c:30]([B:32]2[O:33][C:34]([CH3:35])([CH3:36])[C:37]([CH3:38])([CH3:39])[O:40]2)[cH:31]1.[Cl:1][c:2]1[c:3]([O:8][CH:9]2[CH2:10][N:11]([c:15]3[n:16][c:17]4[cH:18][cH:19][cH:20][cH:21][c:22]4[cH:23][cH:24]3)[CH2:12][CH2:13][CH2:14]2)[n:4][cH:5][cH:6][n:7]1.[K+:46].[K+:47].[K+:48].[OH2:55].[P:41]([O-:42])([O-:43])([O-:44])=[O:45]>>[c:2]1(-[c:30]2[cH:29][cH:28][n:27][c:26]([CH3:25])[cH:31]2)[c:3]([O:8][CH:9]2[CH2:10][N:11]([c:15]3[n:16][c:17]4[cH:18][cH:19][cH:20][cH:21][c:22]4[cH:23][cH:24]3)[CH2:12][CH2:13][CH2:14]2)[n:4][cH:5][cH:6][n:7]1.